Dataset: the Open Reaction Database (ORD), a public repository of structured organic reaction records. Task: describe an organic reaction: reactants, conditions, products, and yield Reactants: C(C1=CC=CC=C1)NC(=O)C1=C(N=C(S1)NC(=O)OC(C)(C)C)C (2-(tert-butoxycarbonylamino)-4-methylthiazole-5-carboxylic acid benzylamide), BrN1C(CCC1=O)=O (N-bromosuccinimide), resultant mixture. The solvent is C(C)#N (acetonitrile). The product is C(C1=CC=CC=C1)NC(=O)C1=C(N=C(S1)NC(=O)OC(C)(C)C)CBr (2-(tert-butoxycarbonylamino)-4-bromomethylthiazole-5-carboxylic acid benzylamide). Isolated yield 58.3%. Reaction SMILES: [CH2:1]([NH:8][C:9]([C:11]1[S:15][C:14]([NH:16][C:17]([O:19][C:20]([CH3:23])([CH3:22])[CH3:21])=[O:18])=[N:13][C:12]=1[CH3:24])=[O:10])[C:2]1[CH:7]=[CH:6][CH:5]=[CH:4][CH:3]=1.[Br:25]N1C(=O)CCC1=O>C(#N)C>[CH2:1]([NH:8][C:9]([C:11]1[S:15][C:14]([NH:16][C:17]([O:19][C:20]([CH3:21])([CH3:23])[CH3:22])=[O:18])=[N:13][C:12]=1[CH2:24][Br:25])=[O:10])[C:2]1[CH:3]=[CH:4][CH:5]=[CH:6][CH:7]=1. Reported procedure: To a solution of 2-(tert-butoxycarbonylamino)-4-methylthiazole-5-carboxylic acid benzylamide (0.108 g, 0.31 mmol) in acetonitrile (10 mL) was added N-bromosuccinimide (0.071 g, 0.40 mmol). The resultant mixture was stirred at ambient temperature until the reaction was completed. The reaction mixture was concentrated in vacuo and the crude product was purified by flash column chromatography eluting with ethyl acetate/hexanes (5/95 to 100/0) to afford 2-(tert-butoxycarbonylamino)-4-bromomethylthia... Starting materials: C12C(CC(C=C1)C2)C(=O)O (Bicyclo[2.2.1]hept-5-ene-2-carboxylic Acid), S(O)(O)(=O)=O (sulfuric acid). The solvent is ice water. Reaction conditions: time 10 day. Product: C12CC3CC(OC1=O)C2C3 (6-oxatricyclo[3.2.1.13,8 ]nonan-7-one). The yield is 89.2%. RXN SMILES: [CH:1]12[CH2:7][CH:4]([CH:5]=[CH:6]1)[CH2:3][CH:2]2[C:8]([OH:10])=[O:9].S(=O)(=O)(O)O>>[CH:2]12[CH:1]3[CH2:7][CH:4]([CH2:5][CH:6]3[O:9][C:8]1=[O:10])[CH2:3]2. Procedure details: The carboxylic acid (51 g) prepared in Example 1 was slowly added with stirring to sulfuric acid (500 ml, 75 percent by volume). The exothermic reaction that ensued was controlled by an ice-water bath. The reaction subsided after several minutes and the resulting dark solution was then kept at room temperature for about 10 days. The solution was then poured into ice-water (150 ml) and the product then extracted with diethyl ether (three 200-ml portions). The combined extracts were washed with sa...